Dataset: the Open Reaction Database (ORD), a public repository of structured organic reaction records. Task: describe an organic reaction: reactants, conditions, products, and yield As a reaction SMILES: CN(C=O)C.C(=O)([O-])[O-].[K+].[K+].[OH:12][C:13]1[CH:20]=[CH:19][C:16]([CH:17]=[O:18])=[CH:15][CH:14]=1.[CH:21]1([CH2:27]Br)[CH2:26][CH2:25][CH2:24][CH2:23][CH2:22]1>O>[CH:21]1([CH2:27][O:12][C:13]2[CH:20]=[CH:19][C:16]([CH:17]=[O:18])=[CH:15][CH:14]=2)[CH2:26][CH2:25][CH2:24][CH2:23][CH2:22]1 |f:1.2.3|. Procedure: To 250 ml of DMF containing about 200 g of anhydrous potassium carbonate (1.5M) was added 122 g of 4-hydroxybenzaldehyde and 177 g of cyclohexylmethylbromide. The mixture was heated to reflux temperature and maintained overnight, after which was poured into cold water and extracted with ethyl acetate. The extracts were dried and evaporated under reduced pressure to yield the desired subtitled intermediate (63% yield), b.p. 133°-138° C. The reactants are CN(C)C=O (DMF), C([O-])([O-])=O.[K+].[K+] (potassium carbonate), OC1=CC=C(C=O)C=C1 (4-hydroxybenzaldehyde), C1(CCCCC1)CBr (cyclohexylmethylbromide). Isolated yield 63.0%. Product: C1(CCCCC1)COC1=CC=C(C=O)C=C1 (4-cyclohexylmethoxybenzaldehyde). Solvent: O (water). Reactants: Cl (hydrogen chloride), C1=C(C=CC2=CC=CC=C12)C(=O)CN1C=NC=C1 (1-(2-naphthoylmethyl)imidazole). The product is Cl.C1=C(C=CC2=CC=CC=C12)C(=O)CN1C=NC=C1 (1-(2-naphthoylmethyl)imidazole hydrochloride). RXN SMILES: [ClH:1].[CH:2]1[C:11]2[C:6](=[CH:7][CH:8]=[CH:9][CH:10]=2)[CH:5]=[CH:4][C:3]=1[C:12]([CH2:14][N:15]1[CH:19]=[CH:18][N:17]=[CH:16]1)=[O:13]>>[ClH:1].[CH:2]1[C:11]2[C:6](=[CH:7][CH:8]=[CH:9][CH:10]=2)[CH:5]=[CH:4][C:3]=1[C:12]([CH2:14][N:15]1[CH:19]=[CH:18][N:17]=[CH:16]1)=[O:13] |f:2.3|. Procedure: Ethereal hydrogen chloride is added dropwise to a solution of 1.0 g. 1-(2-naphthoylmethyl)imidazole in 100 ml. anhydrous benzene until precipitation is complete. The product is filtered, washed with ether, air dried and recrystallized from methanol/acetone to yield 1-(2-naphthoylmethyl)imidazole hydrochloride, m.p. 226°-228.5° C. (decomp.)